From a dataset of the Open Reaction Database (ORD), a public repository of structured organic reaction records. describe an organic reaction: reactants, conditions, products, and yield Starting materials: C[O-], C[Si](C)(C)Cl, CO[Si](OC)(OC)C1CCCC1, [Na+], OC1CCOC1. Yields the product CO[Si](OC)(OC1CCOC1)C1CCCC1. As a reaction SMILES: [CH3:19][O-:20].[CH3:22][Si:23]([CH3:24])([CH3:25])[Cl:26].[CH:1]1([Si:6]([O:7][CH3:8])([O:9][CH3:10])[O:11][CH3:12])[CH2:2][CH2:3][CH2:4][CH2:5]1.[Na+:21].[OH:13][CH:14]1[CH2:15][O:16][CH2:17][CH2:18]1>>[CH:1]1([Si:6]([O:7][CH3:8])([O:9][CH:10]2[CH2:14][CH2:15][O:16][CH2:17]2)[O:11][CH3:12])[CH2:2][CH2:3][CH2:4][CH2:5]1. Starting materials: [N+](=O)([O-])C1=CC=C(C=C1)C=1OC=CC1 (2-(4-nitrophenyl)furan), O (water), Heterocycles, stannous chloride dihydrate. Run in C(C)O (ethanol). Reaction conditions: temperature 70 celsius, time 2 hour. Yields the product O1C(=CC=C1)C1=CC=C(N)C=C1 (4-(2-Furyl)aniline). Reaction SMILES: [N+:1]([C:4]1[CH:9]=[CH:8][C:7]([C:10]2[O:11][CH:12]=[CH:13][CH:14]=2)=[CH:6][CH:5]=1)([O-])=O.O>C(O)C>[O:11]1[CH:12]=[CH:13][CH:14]=[C:10]1[C:7]1[CH:8]=[CH:9][C:4]([NH2:1])=[CH:5][CH:6]=1. Reported procedure: To a suspension of 2-(4-nitrophenyl)furan (0.378 g, 2 mmol, prepared according to the method of Heterocycles, 1990, 31, 1951) in ethanol (20 mL) was heated to 70° C. and added stannous chloride dihydrate (2.26 g, 10 mmol) and the mixture was stirred for 2 hours. The reaction mixture was cooled to room temperature and poured into water (50 mL), the whole was extracted with ethyl acetate (30 mL×2). The organic layer was dried over Na2SO4, filtered through celite and concentrated to give the crude ... Starting materials: CCCN(CCC)C(=O)CCC(=O)OCCl, CC(C)=O, [I-], [Na+]. Yields the product CCCN(CCC)C(=O)CCC(=O)OCI. Reaction SMILES: [CH2:3]([CH2:4][CH3:5])[N:6]([C:7]([CH2:8][CH2:9][C:10](=[O:11])[O:12][CH2:13][Cl:14])=[O:15])[CH2:16][CH2:17][CH3:18].[CH3:19][C:20](=[O:21])[CH3:22].[I-:2].[Na+:1]>>[I:2][CH2:13][O:12][C:10]([CH2:9][CH2:8][C:7]([N:6]([CH2:3][CH2:4][CH3:5])[CH2:16][CH2:17][CH3:18])=[O:15])=[O:11]. Reactants: C(C)OC(CN(CC1=CC=CC=C1)CC1=CC=CC=C1)=O (N,N-dibenzylglycine ethyl ester), ( c ), C1(=CC=CC=C1)[Li] (phenyl lithium), ( a ), ( b ). Product: C(C1=CC=CC=C1)N(CC1=CC=CC=C1)CC1OC2=CC=CC=C2C(=C1)C1=CC=CC=C1 (2-(N,N-Dibenzylaminomethyl)-4-phenyl-3-chromene). Reaction SMILES: [CH2:1]([O:3][C:4](=O)[CH2:5][N:6]([CH2:14][C:15]1[CH:20]=[CH:19][CH:18]=[CH:17][CH:16]=1)[CH2:7][C:8]1[CH:13]=[CH:12][CH:11]=[CH:10][CH:9]=1)[CH3:2].[C:22]1([Li])[CH:27]=[CH:26][CH:25]=[CH:24][CH:23]=1>>[CH2:7]([N:6]([CH2:5][CH:4]1[CH:11]=[C:12]([C:22]2[CH:27]=[CH:26][CH:25]=[CH:24][CH:23]=2)[C:13]2[C:1](=[CH:2][CH:10]=[CH:9][CH:8]=2)[O:3]1)[CH2:14][C:15]1[CH:20]=[CH:19][CH:18]=[CH:17][CH:16]=1)[C:8]1[CH:13]=[CH:12][CH:11]=[CH:10][CH:9]=1. Reported procedure: The process of Example 4 was repeated using N,N-dibenzylglycine ethyl ester in place of N,N-dimethylalanine ethyl ester in part (a), then following the precedure in part (b) and in part (c) using phenyl lithium in place of the 4-bromochlorobenzene/butyl lithium, to yield the title compound as an oil, after dehydration in dilute HCl as in part (d). Reactants: CCOC(=O)Cn1ccc2ccc(O)cc21, CCCCP(CCCC)CCCC, Cc1nc(-c2ccc(OC(F)(F)F)cc2)cc(C(F)(F)F)c1CO. Yields the product CCOC(=O)Cn1ccc2ccc(OCc3c(C(F)(F)F)cc(-c4ccc(OC(F)(F)F)cc4)nc3C)cc21. As a reaction SMILES: [CH2:1]([CH3:2])[O:3][C:4]([CH2:5][n:6]1[cH:7][cH:8][c:9]2[cH:10][cH:11][c:12]([OH:15])[cH:13][c:14]12)=[O:16].[CH2:41]([P:42]([CH2:43][CH2:44][CH2:45][CH3:46])[CH2:47][CH2:48][CH2:49][CH3:50])[CH2:51][CH2:52][CH3:53].[CH3:17][c:18]1[n:19][c:20](-[c:30]2[cH:31][cH:32][c:33]([O:36][C:37]([F:38])([F:39])[F:40])[cH:34][cH:35]2)[cH:21][c:22]([C:26]([F:27])([F:28])[F:29])[c:23]1[CH2:24][OH:25]>>[CH2:1]([CH3:2])[O:3][C:4]([CH2:5][n:6]1[cH:7][cH:8][c:9]2[cH:10][cH:11][c:12]([O:15][CH2:24][c:23]3[c:18]([CH3:17])[n:19][c:20](-[c:30]4[cH:31][cH:32][c:33]([O:36][C:37]([F:38])([F:39])[F:40])[cH:34][cH:35]4)[cH:21][c:22]3[C:26]([F:27])([F:28])[F:29])[cH:13][c:14]12)=[O:16]. Starting materials: C(=O)(O)C1=CC=C2C=CC=C(C=C12)C(C)C (1-carboxy-7-isopropylazulene), ClC(C(=O)O)(Cl)Cl (trichloroacetic acid). Reported procedure: The well-dried compound (18) (2.1 g) was dissolved in benzene (150 ml), and then trichloroacetic acid (0.4 g) was added. The mixture was heated under reflux for 2 hours on an oil bath. The reaction mixture was cooled to room temperature, and then passed through a column of alumina. From the eluted solution the solvent was distilled off to obtain the crude product (19), at a yield of 1.02 g. The crude product was purified on an alumina (20 g) column, eluting with hexane, to obtain the product (19... As a reaction SMILES: C([C:4]1[C:13]2[C:7]([CH:8]=[CH:9][CH:10]=[C:11]([CH:14]([CH3:16])[CH3:15])[CH:12]=2)=[CH:6][CH:5]=1)(O)=O.ClC(Cl)(Cl)C(O)=O>C1C=CC=CC=1>[CH:14]([C:11]1[CH:10]=[CH:9][CH:8]=[C:7]2[C:13](=[CH:4][CH:5]=[CH:6]2)[CH:12]=1)([CH3:16])[CH3:15]. The solvent is C1=CC=CC=C1 (benzene). Yields the product C(C)(C)C1=CC2=CC=CC2=CC=C1 (5-isopropylazulene). Starting materials: OC1=CC=C(C(=O)C2=CC=C(COC=3N=C4N(C(C3C)=O)C=CC=C4)C=C2)C=C1 (2-[4-(4-hydroxybenzoyl)benzyloxy]-3-methyl-4H-pyrido[1,2-a]pyrimidin-4-one), Cl.N1=CC=C(C=C1)CCl (4-picolyl chloride hydrochloride), C([O-])([O-])=O.[K+].[K+] (potassium carbonate). The solvent is CN(C)C=O (DMF). Yields the product Cl.CC1=C(N=C2N(C1=O)C=CC=C2)OCC2=CC=C(C=C2)C(C2=CC=C(C=C2)OCC2=CC=NC=C2)=O (3-Methyl-2-[4-[4-(4-picolyloxy)benzoyl]benzyloxy]-4H-pyrido[1,2-a]pyrimidin-4-one hydrochloride). Yield: 68.1%. Reaction SMILES: [OH:1][C:2]1[CH:29]=[CH:28][C:5]([C:6]([C:8]2[CH:27]=[CH:26][C:11]([CH2:12][O:13][C:14]3[N:15]=[C:16]4[CH:25]=[CH:24][CH:23]=[CH:22][N:17]4[C:18](=[O:21])[C:19]=3[CH3:20])=[CH:10][CH:9]=2)=[O:7])=[CH:4][CH:3]=1.Cl.[N:31]1[CH:36]=[CH:35][C:34]([CH2:37][Cl:38])=[CH:33][CH:32]=1.C(=O)([O-])[O-].[K+].[K+]>CN(C=O)C>[ClH:38].[CH3:20][C:19]1[C:18](=[O:21])[N:17]2[CH:22]=[CH:23][CH:24]=[CH:25][C:16]2=[N:15][C:14]=1[O:13][CH2:12][C:11]1[CH:26]=[CH:27][C:8]([C:6](=[O:7])[C:5]2[CH:4]=[CH:3][C:2]([O:1][CH2:37][C:34]3[CH:35]=[CH:36][N:31]=[CH:32][CH:33]=3)=[CH:29][CH:28]=2)=[CH:9][CH:10]=1 |f:1.2,3.4.5,7.8|. Procedure: A solution of 2-[4-(4-hydroxybenzoyl)benzyloxy]-3-methyl-4H-pyrido[1,2-a]pyrimidin-4-one (96 mg), 4-picolyl chloride hydrochloride (89 mg) and potassium carbonate (178 mg) in DMF (7 ml) was stirred at room temperature for 13 hours. This reaction mixture was concentrated and the residue was dissolved in ethyl acetate, washed with water, dried, and concentrated. The residue was purified by silica gel column chromatography (dichloromethane: methanol =20:1) and treated with hydrogen chloride/ethyl a...